Task: describe an organic reaction: reactants, conditions, products, and yield. Dataset: the Open Reaction Database (ORD), a public repository of structured organic reaction records Starting materials: [K].C(C)(C)C1=CC=C(C=C1)S(=O)(=O)NC(C(OC1=C(C=C(C=C1)C(=O)OC)CCC)C1=CC2=C(C=C1)OCO2)=O (N-(4-iso-propylbenzenesulfonyl)-α-(4-carbomethoxy-2-n-propylphenoxy)-3,4-methylenedioxyphenylacetamide potassium salt), [OH-].[K+] (KOH), C(Cl)Cl.CO.[NH4+].[OH-] (CH2Cl2 MeOH NH4OH), ester. Run in CO (methanol), O (water). Reaction conditions: temperature 60 celsius. The product is [K].[K].C(C)(C)C1=CC=C(C=C1)S(=O)(=O)NC(C(OC1=C(C=C(C=C1)C(=O)O)CCC)C1=CC2=C(C=C1)OCO2)=O (N-(4-iso-propylbenzenesulfonyl)-α-(4-carboxy-2-n-propylphenoxy)-3,4-methylenedioxyphenylacetamide dipotassium salt). Yield: 173.6%. RXN SMILES: [K:1].[CH:2]([C:5]1[CH:10]=[CH:9][C:8]([S:11]([NH:14][C:15](=[O:40])[CH:16]([C:31]2[CH:36]=[CH:35][C:34]3[O:37][CH2:38][O:39][C:33]=3[CH:32]=2)[O:17][C:18]2[CH:23]=[CH:22][C:21]([C:24]([O:26]C)=[O:25])=[CH:20][C:19]=2[CH2:28][CH2:29][CH3:30])(=[O:13])=[O:12])=[CH:7][CH:6]=1)([CH3:4])[CH3:3].[OH-].[K+].C(Cl)Cl.CO.[NH4+].[OH-]>CO.O>[K:1].[K:1].[CH:2]([C:5]1[CH:6]=[CH:7][C:8]([S:11]([NH:14][C:15](=[O:40])[CH:16]([C:31]2[CH:36]=[CH:35][C:34]3[O:37][CH2:38][O:39][C:33]=3[CH:32]=2)[O:17][C:18]2[CH:23]=[CH:22][C:21]([C:24]([OH:26])=[O:25])=[CH:20][C:19]=2[CH2:28][CH2:29][CH3:30])(=[O:12])=[O:13])=[CH:9][CH:10]=1)([CH3:3])[CH3:4] |f:0.1,2.3,4.5.6.7,10.11.12,^1:0,52,53|. Reported procedure: A mixture of 204 g (0.345 mol) of the product of Example 6, 420 mL of 1.0N KOH in methanol and 500 mL of water was stirred at 60° C. under a nitrogen atmosphere. After 3 hours TLC analysis (90:10:1 CH2Cl2 -MeOH-NH4OH) indicated that ester hydrolysis was complete. The reaction mixture was cool slightly, then concentrated on a rotary evaporator to a weight of 500 g. 2.5 L of isopropanol was added and the solution reconcentrated to an oil. The residue was flushed with an additional 2-3 L of isoprop... The reactants are FC(CN=C(NC1=NC(=NC=C1)SCCCN)N)(F)F (4-[2-(2,2,2-trifluoroethyl)guanidino]-2-(3-aminopropylthio)pyrimidine), CNC(=C[N+](=O)[O-])SC (1-methylamino-1-methylthio-2-nitroethylene). Run in C(C)#N (acetonitrile). Product: FC(CN=C(NC1=NC(=NC=C1)SCCCNC(=C[N+](=O)[O-])NC)N)(F)F (1-[3-(4-[2-(2,2,2-trifluoroethyl)guanidino]pyrimid-2-ylthio)propylamino]-1-methylamino-2-nitroethylene). Isolated yield 26.8%. RXN SMILES: [F:1][C:2]([F:20])([F:19])[CH2:3][N:4]=[C:5]([NH2:18])[NH:6][C:7]1[CH:12]=[CH:11][N:10]=[C:9]([S:13][CH2:14][CH2:15][CH2:16][NH2:17])[N:8]=1.[CH3:21][NH:22][C:23](SC)=[CH:24][N+:25]([O-:27])=[O:26]>C(#N)C>[F:20][C:2]([F:1])([F:19])[CH2:3][N:4]=[C:5]([NH2:18])[NH:6][C:7]1[CH:12]=[CH:11][N:10]=[C:9]([S:13][CH2:14][CH2:15][CH2:16][NH:17][C:23]([NH:22][CH3:21])=[CH:24][N+:25]([O-:27])=[O:26])[N:8]=1. Procedure: A solution of 4-[2-(2,2,2-trifluoroethyl)guanidino]-2-(3-aminopropylthio)pyrimidine (0.31 g.) in acetonitrile (5 ml.) was treated with 1-methylamino-1-methylthio-2-nitroethylene (0.15 g.) and the mixture heated under reflux for 18 hours. The hot solution was filtered and cooled and the solid which crystallised was collected and recrystallised from ethanol to give 1-[3-(4-[2-(2,2,2-trifluoroethyl)guanidino]pyrimid-2-ylthio)propylamino]-1-methylamino-2-nitroethylene (0.11 g.), m.p. 189°-191°. Isolated yield 94.3%. Conditions: time 30 minute. The solvent is C1CCOC1 (THF). Reaction SMILES: [CH2:1]([N:8]1[CH2:13][CH2:12][CH:11]([CH2:14][CH:15]=[O:16])[CH2:10][CH2:9]1)[C:2]1[CH:7]=[CH:6][CH:5]=[CH:4][CH:3]=1.[CH2:17]([Mg]Cl)[C:18]1[CH:23]=[CH:22][CH:21]=[CH:20][CH:19]=1.[NH4+].[Cl-]>C1COCC1>[CH2:1]([N:8]1[CH2:13][CH2:12][CH:11]([CH2:14][CH:15]([OH:16])[CH2:17][C:18]2[CH:23]=[CH:22][CH:21]=[CH:20][CH:19]=2)[CH2:10][CH2:9]1)[C:2]1[CH:7]=[CH:6][CH:5]=[CH:4][CH:3]=1 |f:2.3|. Reactants: C(C1=CC=CC=C1)N1CCC(CC1)CC=O (1-Benzyl-4-(2-oxoethyl)piperidine), C(C1=CC=CC=C1)[Mg]Cl (benzyl magnesium chloride), [NH4+].[Cl-] (NH4Cl). The product is C(C1=CC=CC=C1)N1CCC(CC1)CC(CC1=CC=CC=C1)O (1-Benzyl-4-(3-phenyl-2-hydroxypropyl)piperidine). Procedure details: To a solution of 4 g (18.24 mmol) of 1-Benzyl-4-(2-oxoethyl)piperidine in 40 mL of THF at 0° C. was added 20 mL (36.5 mmol) of benzyl magnesium chloride (2M in THF, Aldrich). THe reaction mixture was warmed to rt and stirred for 30 min. The reaction mixture was poured into 100 mL of sat'd NH4Cl solution and extracted with EtOAc. The combined organic fractions were washed with sat'd Nacl solution, and dried over MgSO4 and filtered. The filtrate was concentrated and purified by chromatography (sil... The reactants are NC1=NC(=C(C(=N1)S(=O)C)C#N)N1N=CC=C1 (2-amino-4-methanesulfinyl-6-pyrazol-1-yl-pyrimidine-5-carbonitrile), OCCC1=NC=CC=C1 (2-(2-hydroxyethyl)pyridine), C1CCC2=NCCCN2CC1 (DBU). Solvent: COCCOC (DME). Yields the product NC1=NC(=C(C(=N1)N1N=CC=C1)C#N)OCCC1=NC=CC=C1 (2-Amino-4-pyrazol-1-yl-6-(2-pyridin-2-yl-ethoxy)-pyrimidine-5-carbonitrile). RXN SMILES: [NH2:1][C:2]1[N:7]=[C:6](S(C)=O)[C:5]([C:11]#[N:12])=[C:4]([N:13]2[CH:17]=[CH:16][CH:15]=[N:14]2)[N:3]=1.[OH:18][CH2:19][CH2:20][C:21]1[CH:26]=[CH:25][CH:24]=[CH:23][N:22]=1.C1CCN2C(=NCCC2)CC1>COCCOC>[NH2:1][C:2]1[N:3]=[C:4]([N:13]2[CH:17]=[CH:16][CH:15]=[N:14]2)[C:5]([C:11]#[N:12])=[C:6]([O:18][CH2:19][CH2:20][C:21]2[CH:26]=[CH:25][CH:24]=[CH:23][N:22]=2)[N:7]=1. Reported procedure: From 2-amino-4-methanesulfinyl-6-pyrazol-1-yl-pyrimidine-5-carbonitrile, 2-(2-hydroxyethyl)pyridine and DBU in DME. ES-MS me/(%) 308 (M+H+, 100)